Dataset: the Open Reaction Database (ORD), a public repository of structured organic reaction records. Task: describe an organic reaction: reactants, conditions, products, and yield The reactants are C(C)(C)(C)OC(NC1=C(C=C(C(=C1)N(C)CCOC)Cl)NC(CC(=O)C1=CC(=NC=C1)C1=CC(=NO1)C)=O)=O ((4-chloro-5-[(2-methoxy-ethyl)-methyl-amino]-2-{3-[2-(3-methyl-isoxazol-5-yl)-pyridin-4-yl]-3-oxo-propionylamino}-phenyl)-carbamic acid tert.-butyl ester), C(=O)(C(F)(F)F)O (TFA). Run in C(Cl)Cl (CH2Cl2). The product is ClC=1C(=CC2=C(NC(CC(=N2)C2=CC(=NC=C2)C2=CC(=NO2)C)=O)C1)N(C)CCOC (8-Chloro-7-[(2-methoxy-ethyl)-methyl-amino]-4-[2-(3-methyl-isoxazol-5-yl)-pyridin-4-yl]-1,3-dihydro-benzo[b][1,4]diazepin-2-one), solid. As a reaction SMILES: C(OC(=O)[NH:7][C:8]1[CH:13]=[C:12]([N:14]([CH2:16][CH2:17][O:18][CH3:19])[CH3:15])[C:11]([Cl:20])=[CH:10][C:9]=1[NH:21][C:22](=[O:38])[CH2:23][C:24]([C:26]1[CH:31]=[CH:30][N:29]=[C:28]([C:32]2[O:36][N:35]=[C:34]([CH3:37])[CH:33]=2)[CH:27]=1)=O)(C)(C)C.C(O)(C(F)(F)F)=O>C(Cl)Cl>[Cl:20][C:11]1[C:12]([N:14]([CH2:16][CH2:17][O:18][CH3:19])[CH3:15])=[CH:13][C:8]2[N:7]=[C:24]([C:26]3[CH:31]=[CH:30][N:29]=[C:28]([C:32]4[O:36][N:35]=[C:34]([CH3:37])[CH:33]=4)[CH:27]=3)[CH2:23][C:22](=[O:38])[NH:21][C:9]=2[CH:10]=1. Reported procedure: The title compound was prepared from (4-chloro-5-[(2-methoxy-ethyl)-methyl-amino]-2-{3-[2-(3-methyl-isoxazol-5-yl)-pyridin-4-yl]-3-oxo-propionylamino}-phenyl)-carbamic acid tert.-butyl ester (Example M12) by treatment with TFA in CH2Cl2 according to the general procedure N. Obtained as a yellow solid (106 mg). Reactants: CN(C(=O)C1=C(C=CC=C1)N1CCN(CC1)CC1=CC=CC=C1)C (N,N-dimethyl{2-[4-benzyl-piperazinyl]phenyl}carboxamide). Reagents/catalysts: [Pd] (Pd/C). Solvent: CO (MeOH). Product: CN(C(=O)C1=C(C=CC=C1)N1CCNCC1)C (N,N-dimethyl(2-piperazinylphenyl)carboxamide). Yield: 84.1%. RXN SMILES: [CH3:1][N:2]([CH3:24])[C:3]([C:5]1[CH:10]=[CH:9][CH:8]=[CH:7][C:6]=1[N:11]1[CH2:16][CH2:15][N:14](CC2C=CC=CC=2)[CH2:13][CH2:12]1)=[O:4]>[Pd].CO>[CH3:1][N:2]([CH3:24])[C:3]([C:5]1[CH:10]=[CH:9][CH:8]=[CH:7][C:6]=1[N:11]1[CH2:16][CH2:15][NH:14][CH2:13][CH2:12]1)=[O:4]. Procedure details: To a round-bottomed flask equipped with stirring was added N,N-dimethyl(2-[4-benzylpiperazinyl]phenyl)carboxamide (Step 2)(420 mg, 1.3 mmol), MeOH (10 mL), 10% Pd/C (Aldrich) (138 mg), and HCO2NH4 (409 mg, 6.5 mmol), and the reaction mixture was heated at reflux for 2 h. The reaction mixture was filtered through Celite®, concentrated in vacuo, and redissolved in CH2Cl2 (20 mL). The reaction mixture was washed with a Na2CO3 (10%, 2×), H2O, brine, dried-over Na2SO4, filtered and concentrated in va... Starting materials: CC1=C(C(=NN1C1=CC=C(C=C1)CCNC(OC1=CC=CC=C1)=O)C(F)(F)F)C1=CC=CC=C1 (Phenyl 2-{4-[5-methyl-4-phenyl-3-(trifluoromethyl)-1H-pyrazol-1-yl]phenyl}ethylcarbamate), FC1=C(C=CC=C1)S(=O)(=O)N (2-fluoro-benzenesulfonamide). Product: FC1=C(C=CC=C1)S(=O)(=O)NC(=O)NCCC1=CC=C(C=C1)N1N=C(C(=C1C)C1=CC=CC=C1)C(F)(F)F (2-Fluoro-N-{[(2-{4-[5-methyl-4-phenyl-3-(trifluoromethyl)-1H-pyrazol-1-yl]phenyl}ethyl)amino]carbonyl}benzenesulfonamide). Reaction SMILES: [CH3:1][C:2]1[N:6]([C:7]2[CH:12]=[CH:11][C:10]([CH2:13][CH2:14][NH:15][C:16](=[O:24])OC3C=CC=CC=3)=[CH:9][CH:8]=2)[N:5]=[C:4]([C:25]([F:28])([F:27])[F:26])[C:3]=1[C:29]1[CH:34]=[CH:33][CH:32]=[CH:31][CH:30]=1.[F:35][C:36]1[CH:41]=[CH:40][CH:39]=[CH:38][C:37]=1[S:42]([NH2:45])(=[O:44])=[O:43]>>[F:35][C:36]1[CH:41]=[CH:40][CH:39]=[CH:38][C:37]=1[S:42]([NH:45][C:16]([NH:15][CH2:14][CH2:13][C:10]1[CH:9]=[CH:8][C:7]([N:6]2[C:2]([CH3:1])=[C:3]([C:29]3[CH:34]=[CH:33][CH:32]=[CH:31][CH:30]=3)[C:4]([C:25]([F:27])([F:26])[F:28])=[N:5]2)=[CH:12][CH:11]=1)=[O:24])(=[O:44])=[O:43]. Procedure details: The title compound was prepared according to the procedure described in step 1 of Example 42 from phenyl 2-{4-[5-methyl-4-phenyl-3-(trifluoromethyl)-1H-pyrazol-1-yl]phenyl}ethylcarbamate (step 7 of Example 52) and 2-fluoro-benzenesulfonamide: MS (ESI) m/z 547 [M+H]+, 545 [M−H]−, 1H-NMR (CDCl3) δ 7.86-7.81 (1H, m), 7.74-7.58 (1H, m), 7.48-7.24 (1H, m), 6.45 (1H, br.s) 3.54-3.49 (2H, m), 2.87 (2H, t, J=6.7 Hz), 2.23 (3H, s). Reactants: C(N)([O-])=S (thiocarbamate), NC(=S)NC=1C=C(C(=O)OCC)C=CC1 (ethyl 3-[(aminocarbonothioyl)amino]benzoate), Br.NC=1SC2=C(N1)C=CC=C2C(=O)OCC (ethyl 2-amino-1,3-benzothiazole-7-carboxylate hydrobromide), Br.NC=1SC2=C(N1)C=C(C=C2)C(=O)OCC (ethyl 2-amino-1,3-benzothiazole-5-carboxylate hydrobromide). The solvent is C(Cl)(Cl)Cl (chloroform), C(Cl)(Cl)Cl (chloroform), C(C)(=O)O (acetic acid). The product is NC=1SC2=C(N1)C=CC=C2C(=O)OCC (ethyl 2-amino-1,3-benzothiazole-7-carboxylate). The yield is 95.0%. As a reaction SMILES: C(=S)([O-])N.[NH2:5][C:6]([NH:8][C:9]1[CH:10]=[C:11]([CH:17]=[CH:18][CH:19]=1)[C:12]([O:14][CH2:15][CH3:16])=[O:13])=[S:7].Br.NC1SC2C(C(OCC)=O)=CC=CC=2N=1.Br.NC1SC2C=CC(C(OCC)=O)=CC=2N=1>C(Cl)(Cl)Cl.C(O)(=O)C>[NH2:5][C:6]1[S:7][C:10]2[C:11]([C:12]([O:14][CH2:15][CH3:16])=[O:13])=[CH:17][CH:18]=[CH:19][C:9]=2[N:8]=1 |f:2.3,4.5|. Procedure details: A solution of thiocarbamate (12.2 mmol) in chloroform (10 mL) was added dropwise over a period of 40 min to a vigorously maintained mixture of ethyl 3-[(aminocarbonothioyl)amino]benzoate (5.78 mmol), glacial acetic acid (10 mL) and chloroform (10 mL). The mixture was maintained 30 min at rt and then was heated at 70° C. for 4 h. The mixture was allowed to cool to room temperature and maintained for an additional 13 h. The volatiles were removed under reduced pressure and the solid residue was su...